From a dataset of the Open Reaction Database (ORD), a public repository of structured organic reaction records. describe an organic reaction: reactants, conditions, products, and yield Starting materials: ClC=1C2=C(N=CN1)N(C=C2I)C(C)C (4-chloro-5-iodo-7-isopropylpyrrolo[2,3-d]pyrimidine), [N+](=O)([O-])C1=CC=C(C=C1)B(O)O (4-nitrophenylboronic acid), C1(=CC=CC=C1)C (toluene), C([O-])(O)=O.[Na+] (sodium bicarbonate). Reagents/catalysts: C1=CC=C(C=C1)P(C2=CC=CC=C2)C3=CC=CC=C3.C1=CC=C(C=C1)P(C2=CC=CC=C2)C3=CC=CC=C3.Cl[Pd]Cl (bis(triphenylphosphine)palladium (II) chloride). The solvent is O (water), C(C)O (ethanol). Run at temperature 105 celsius. Product: ClC=1C2=C(N=CN1)N(C=C2C2=CC=C(C=C2)[N+](=O)[O-])C(C)C (4-chloro-7-isopropyl-5-(4-nitrophenyl)pyrrolo[2,3-d]pyrimidine). As a reaction SMILES: [Cl:1][C:2]1[C:3]2[C:10](I)=[CH:9][N:8]([CH:12]([CH3:14])[CH3:13])[C:4]=2[N:5]=[CH:6][N:7]=1.[N+:15]([C:18]1[CH:23]=[CH:22][C:21](B(O)O)=[CH:20][CH:19]=1)([O-:17])=[O:16].C1(C)C=CC=CC=1.C(=O)(O)[O-].[Na+]>C1C=CC(P(C2C=CC=CC=2)C2C=CC=CC=2)=CC=1.C1C=CC(P(C2C=CC=CC=2)C2C=CC=CC=2)=CC=1.Cl[Pd]Cl.O.C(O)C>[Cl:1][C:2]1[C:3]2[C:10]([C:21]3[CH:22]=[CH:23][C:18]([N+:15]([O-:17])=[O:16])=[CH:19][CH:20]=3)=[CH:9][N:8]([CH:12]([CH3:14])[CH3:13])[C:4]=2[N:5]=[CH:6][N:7]=1 |f:3.4,5.6.7|. Procedure details: A mixture of 4-chloro-5-iodo-7-isopropylpyrrolo[2,3-d]pyrimidine (0.57 g), 4-nitrophenylboronic acid (0.30 g), bis(triphenylphosphine)palladium (II) chloride (0.126 g), toluene (15 ml), ethanol (2 ml), water (4 ml) and sodium bicarbonate (0.45 g) was heated under nitrogen at 105° C. for 8 hours. The mixture was cooled to ambient temperature and then partitioned between brine (50 ml) and ethyl acetate (50 ml). The aqueous layer was further extracted with ethyl acetate and the combined ethyl aceta... Starting materials: CCOC(C)=O, CC1=NN(C)C(=O)N(N)C1, CN(C)C=O, O=C(O)c1cnc(-c2ccccc2)nc1. Product: CC1=NN(C)C(=O)N(NC(=O)c2cnc(-c3ccccc3)nc2)C1. Reaction SMILES: [CH3:31][CH2:32][O:33][C:34]([CH3:35])=[O:36].[NH2:1][N:2]1[C:3](=[O:10])[N:4]([CH3:9])[N:5]=[C:6]([CH3:8])[CH2:7]1.[O:26]=[CH:27][N:28]([CH3:29])[CH3:30].[c:11]1(-[c:17]2[n:18][cH:19][c:20]([C:23](=[O:24])[OH:25])[cH:21][n:22]2)[cH:12][cH:13][cH:14][cH:15][cH:16]1>>[NH:1]([N:2]1[C:3](=[O:10])[N:4]([CH3:9])[N:5]=[C:6]([CH3:8])[CH2:7]1)[C:23]([c:20]1[cH:19][n:18][c:17](-[c:11]2[cH:12][cH:13][cH:14][cH:15][cH:16]2)[n:22][cH:21]1)=[O:24]. Isolated yield 110.8%. Procedure: To water (1.06 ml) were added 2-[3-hydroxy-5-(hydroxymethyl)-2-methylpyridin-4-yl]thiazolidine-4-carboxylic acid (500 mg, 1.85 mmol) and acetic anhydride (1.06 ml, 11.1 mmol), and the mixture was heated at 80° C. for 1 hour. The reaction mixture was concentrated under reduced pressure, to the residue was added toluene (5 ml×3), and the mixture was concentrated under reduced pressure to give N-acetyl-2-[3-hydroxy-5-(hydroxymethyl)-2-methylpyridin-4-yl]thiazolidine-4-carboxylic acid as an amorphou... Reaction conditions: temperature 80 celsius. Yields the product C(C)(=O)N1C(SCC1C(=O)O)C1=C(C(=NC=C1CO)C)O (N-acetyl-2-[3-hydroxy-5-(hydroxymethyl)-2-methylpyridin-4-yl]thiazolidine-4-carboxylic acid). Starting materials: OC=1C(=NC=C(C1C1SCC(N1)C(=O)O)CO)C (2-[3-hydroxy-5-(hydroxymethyl)-2-methylpyridin-4-yl]thiazolidine-4-carboxylic acid), C(C)(=O)OC(C)=O (acetic anhydride). Reaction SMILES: [OH:1][C:2]1[C:3]([CH3:18])=[N:4][CH:5]=[C:6]([CH2:16][OH:17])[C:7]=1[CH:8]1[NH:12][CH:11]([C:13]([OH:15])=[O:14])[CH2:10][S:9]1.[C:19](OC(=O)C)(=[O:21])[CH3:20]>O>[C:19]([N:12]1[CH:11]([C:13]([OH:15])=[O:14])[CH2:10][S:9][CH:8]1[C:7]1[C:6]([CH2:16][OH:17])=[CH:5][N:4]=[C:3]([CH3:18])[C:2]=1[OH:1])(=[O:21])[CH3:20]. The solvent is O (water).